Dataset: the Open Reaction Database (ORD), a public repository of structured organic reaction records. Task: describe an organic reaction: reactants, conditions, products, and yield The reactants are ClC1=C(C=C(C=O)C=C1)F (4-chloro-3-fluoro-benzaldehyde), [C-]#N.[Na+] (sodium cyanide), C(C=C)(=O)OCC (ethyl acrylate), O (water). Yields the product ClC1=C(C=C(C=C1)C(CCC(=O)OCC)=O)F (ethyl 4-(4-chloro-3-fluorophenyl)-4-oxobutyrate). Conditions: time 3 hour. Reaction SMILES: [Cl:1][C:2]1[CH:9]=[CH:8][C:5]([CH:6]=[O:7])=[CH:4][C:3]=1[F:10].[C-]#N.[Na+].[C:14]([O:18][CH2:19][CH3:20])(=[O:17])[CH:15]=[CH2:16].O>CN(C)C=O>[Cl:1][C:2]1[CH:9]=[CH:8][C:5]([C:6](=[O:7])[CH2:16][CH2:15][C:14]([O:18][CH2:19][CH3:20])=[O:17])=[CH:4][C:3]=1[F:10] |f:1.2|. Procedure: Under argon atmosphere, to a solution of 4-chloro-3-fluoro-benzaldehyde (10 g) in N,N-dimethylformamide (50 ml) was added sodium cyanide (620 mg) at room temperature, and the mixture was stirred at the same temperature for 3 hours. Then, to the mixture was added dropwise a solution of ethyl acrylate (5.2 ml) in N,N-dimethylformamide (25 ml), and the resulting mixture was stirred at the room temperature for 3 hours. The reaction mixture was poured into water and extracted with diethyl ether. The ... Run in CN(C=O)C (N,N-dimethylformamide), CN(C=O)C (N,N-dimethylformamide). Reactants: S(=O)(Cl)Cl (Thionyl chloride), ClC=1C(=C(C(=O)O)C=C(C1)C(F)(F)F)F (3-chloro-2-fluoro-5-(trifluoromethyl) benzoic acid), CN(C=O)C (dimethylformamide), ice. Reaction conditions: temperature 75 celsius. Yields the product ClC=1C(=C(C(=O)N)C=C(C1)C(F)(F)F)F (3-chloro-2-fluoro-5-(trifluoromethyl)benzamide). Isolated yield 99.0%. As a reaction SMILES: S(Cl)(Cl)=O.[Cl:5][C:6]1[C:7]([F:19])=[C:8]([CH:12]=[C:13]([C:15]([F:18])([F:17])[F:16])[CH:14]=1)[C:9](O)=[O:10].C[N:21](C)C=O>>[Cl:5][C:6]1[C:7]([F:19])=[C:8]([CH:12]=[C:13]([C:15]([F:18])([F:17])[F:16])[CH:14]=1)[C:9]([NH2:21])=[O:10]. Procedure details: Thionyl chloride, 6.0 g (50 mmol) was added to a solution of 4.0 g (16 mmol) 3-chloro-2-fluoro-5-(trifluoromethyl) benzoic acid in 10 mL dimethylformamide. The reaction mixture was heated to 75° C. for 2 hours, cooled to room temperature and carefully added to 25 mL of ice cold ammonium hydroxide. The mixture was cooled to 0° C. and the solid product filtered, washed with water and dried to yield 3.96 g (99%) of 3-chloro-2-fluoro-5-(trifluoromethyl)benzamide. Starting materials: C=1C=CC2=C(C1)N=NN2O (HOBt), CCN=C=NCCCN(C)C.Cl (EDCI hydrochloride), CN1C(N(C(C=2C1=CSC2C)=O)C)=O (1,3,5-trimethylthieno[3,4-d]pyrimidine-2,4(1H,3H)-dione), FC=1C=C(C=CC1OC(F)(F)F)C=1N=C(SC1)N (4-[3-fluoro-4-(trifluoromethoxy)phenyl]-1,3-thiazol-2-amine). The reagents and catalysts are CN(C)C=1C=CN=CC1 (DMAP). Run in ClCCCl (1,2 dichloroethane). Yields the product CN1C(N(C(C2=C1SC=C2CC(=O)NC=2SC=C(N2)C2=CC(=C(C=C2)OC(F)(F)F)F)=O)C)=O (2-(1,3-Dimethyl-2,4-dioxo-1,2,3,4-tetrahydrothieno[2,3-d]pyrimidin-5-yl)-N-{4-[3-fluoro-4-(trifluoromethoxy)phenyl]-1,3-thiazol-2-yl}acetamide), product. As a reaction SMILES: [CH3:1][N:2]1[C:7]2=[CH:8][S:9][C:10](C)=[C:6]2[C:5](=[O:12])[N:4]([CH3:13])[C:3]1=[O:14].[F:15][C:16]1[CH:17]=[C:18]([C:27]2[N:28]=[C:29]([NH2:32])[S:30][CH:31]=2)[CH:19]=[CH:20][C:21]=1[O:22][C:23]([F:26])([F:25])[F:24].CCN=C=NC[CH2:39][CH2:40]N(C)C.Cl.C1C=CC2N([OH:54])N=NC=2C=1>CN(C1C=CN=CC=1)C.ClCCCl>[CH3:1][N:2]1[C:10]2[S:9][CH:8]=[C:7]([CH2:39][C:40]([NH:32][C:29]3[S:30][CH:31]=[C:27]([C:18]4[CH:19]=[CH:20][C:21]([O:22][C:23]([F:26])([F:24])[F:25])=[C:16]([F:15])[CH:17]=4)[N:28]=3)=[O:54])[C:6]=2[C:5](=[O:12])[N:4]([CH3:13])[C:3]1=[O:14] |f:2.3|. Procedure details: The title compound was prepared according to the general procedure (Method A) by coupling Intermediate 1 (100 mg, 0.393 mmol) with 4-[3-fluoro-4-(trifluoromethoxy)phenyl]-1,3-thiazol-2-amine (109 mg, 0.393 mmol) in the presence of EDCI hydrochloride (90 mg, 0.471 mmol), HOBt (16 mg, 0.117 mmol) and DMAP (5 mg, 0.039 mmol) in 1,2 dichloroethane (4 ml) to give 35 mg of the product as a white solid; 1H NMR (300 MHz, DMSO-d6) δ 3.19 (s, 3H), 3.47 (s, 3H), 4.07 (s, 2H), 7.07 (s, 1H), 7.64 (t, J=8.1 H... The reactants are ClC1=C(C=C(C=C1)F)C=1OC2=C(C(=CC(=C2C(C1)=O)OC)OC)[C@H]1[C@@H](N(CC1)C)CO ((±)-trans-2-(2-Chloro-5-fluoro-phenyl)-8-(2-hydroxymethyl-1-methyl-pyrrolidin-3-yl)-5,7-dimethoxy-chromen-4-one), Cl.N1=CC=CC=C1 (pyridine hydrochloride). Yields the product ClC1=C(C=C(C=C1)F)C=1OC2=C(C(=CC(=C2C(C1)=O)O)O)[C@H]1[C@@H](N(CC1)C)CO ((±)-trans-2-(2-Chloro-5-fluoro-phenyl)-5,7-dihydroxy-8-(2-hydroxymethyl-1-methyl-pyrrolidin-3-yl)-chromen-4-one). RXN SMILES: [Cl:1][C:2]1[CH:7]=[CH:6][C:5]([F:8])=[CH:4][C:3]=1[C:9]1[O:10][C:11]2[C:16]([C:17](=[O:19])[CH:18]=1)=[C:15]([O:20]C)[CH:14]=[C:13]([O:22]C)[C:12]=2[C@@H:24]1[CH2:28][CH2:27][N:26]([CH3:29])[C@H:25]1[CH2:30][OH:31].Cl.N1C=CC=CC=1>>[Cl:1][C:2]1[CH:7]=[CH:6][C:5]([F:8])=[CH:4][C:3]=1[C:9]1[O:10][C:11]2[C:16]([C:17](=[O:19])[CH:18]=1)=[C:15]([OH:20])[CH:14]=[C:13]([OH:22])[C:12]=2[C@@H:24]1[CH2:28][CH2:27][N:26]([CH3:29])[C@H:25]1[CH2:30][OH:31] |f:1.2|. Procedure: Compound of example 22 (0.8 g, 1.78 mmol) was demethylated using pyridine hydrochloride (8.0 g, 69.0 mmol) as described in example 17 to obtain the title compound. Reported procedure: A 1:1 weight ratio of phenol and a 2-n-nonyl-phenol should be substituted for the phenol of Example 12 in this Example and the procedure of Example 12 should be followed in this Example to obtain the product herein. As a reaction SMILES: C1(O)C=CC=CC=1.[CH2:8]([C:17]1C=CC=C[C:18]=1O)[CH2:9][CH2:10][CH2:11][CH2:12][CH2:13][CH2:14]CC.[OH:24][C:25]1[CH:30]=[CH:29][C:28]([C:31]2([C:46]3[CH:51]=[CH:50][C:49]([OH:52])=[CH:48][CH:47]=3)[C:44]3[C:39](=[CH:40][CH:41]=[CH:42][CH:43]=3)[C:38](=[O:45])[C:37]3[CH:36]=[CH:35][CH:34]=[CH:33][C:32]2=3)=[CH:27][CH:26]=1>>[OH:24][C:25]1[CH:26]=[CH:27][C:28]([C:31]2([C:46]3[CH:47]=[CH:48][C:49]([OH:52])=[CH:50][C:51]=3[CH2:18][CH2:17][CH2:8][CH2:9][CH2:10][CH2:11][CH2:12][CH2:13][CH3:14])[C:32]3[C:37](=[CH:36][CH:35]=[CH:34][CH:33]=3)[C:38](=[O:45])[C:39]3[CH:40]=[CH:41][CH:42]=[CH:43][C:44]2=3)=[CH:29][CH:30]=1. The product is OC1=CC=C(C=C1)C1(C=2C=CC=CC2C(C2=CC=CC=C12)=O)C1=C(C=C(C=C1)O)CCCCCCCCC (10-(4-hydroxyl phenyl)-10-(2-n-nonyl-4-hydroxyl phenyl) - anthrone). Reactants: C1(=CC=CC=C1)O (phenol), C(CCCCCCCC)C1=C(C=CC=C1)O (2-n-nonyl-phenol), OC1=CC=C(C=C1)C1(C=2C=CC=CC2C(C2=CC=CC=C12)=O)C1=CC=C(C=C1)O (10,10 bis-(4-hydroxyl phenyl) anthrone).